This data is from the Open Reaction Database (ORD), a public repository of structured organic reaction records. The task is: describe an organic reaction: reactants, conditions, products, and yield Reactants: CCCCCC (hexane), N1C(=CC=C1)\C=C\1/C(NC2=CC=CC=C12)=O (Z-(1H-Pyrrol-2-ylmethylene)-1,3-dihydro-indol-2-one), C=O (paraformaldehyde), C(CCC)N (butylamine). Solvent: CCO (EtOH). Conditions: temperature 0 celsius. Product: C(CCC)NCN1C(C(C2=CC=CC=C12)=CC=1NC=CC1)=O (1-Butylaminomethyl-3-(1H-pyrrol-2-ylmethylene)-1,3-dihydro-indol-2-one). RXN SMILES: [NH:1]1[CH:5]=[CH:4][CH:3]=[C:2]1/[CH:6]=[C:7]1\[C:8](=[O:16])[NH:9][C:10]2[C:15]\1=[CH:14][CH:13]=[CH:12][CH:11]=2.C=O.[CH2:19]([NH2:23])[CH2:20][CH2:21][CH3:22].[CH3:24]CCCCC>CCO>[CH2:19]([NH:23][CH2:24][N:9]1[C:10]2[C:15](=[CH:14][CH:13]=[CH:12][CH:11]=2)[C:7](=[CH:6][C:2]2[NH:1][CH:5]=[CH:4][CH:3]=2)[C:8]1=[O:16])[CH2:20][CH2:21][CH3:22]. Procedure: A mixture of Z-(1H-Pyrrol-2-ylmethylene)-1,3-dihydro-indol-2-one (120.0 mg, 0.571 mmol), paraformaldehyde (17.1 mg, 0.571 mmol), and butylamine (56.4 μL, 0.571 mmol) in 5.5 mL of EtOH was heated at reflux for 2.5 h. Then reaction mixture was treated with 2 mL of hexane was and then cooled to 0° C. The reaction mixture was then filtered to remove Z-(1H-Pyrrol-2-ylmethylene)-1,3-dihydro-indol-2-one. The filtrate was partitioned between dilute HCl and ethyl acetate. The organic layer was removed an... The reactants are FC=1C=CC(=C(C1)N)OC1=CC=CC=C1 (5-fluoro-2-phenoxy-phenylamine), C(C1=CC=CC=C1)OCCOC1=C(C=O)C=C(C=C1)OC (2-(2-Benzyloxy-ethoxy)-5-methoxy-benzaldehyde), [Na] (sodium), sodium tris-acetoxy. Reagents/catalysts: glacial acid. Run in ClC(C)Cl (dichloroethane), O (water). The product is C(C1=CC=CC=C1)OCCOC1=C(CNC2=C(C=CC(=C2)F)OC2=CC=CC=C2)C=C(C=C1)OC ([2-(2-benzyloxy-ethoxy)-5-methoxy-benzyl]-(5-fluoro-2-phenoxy-phenyl)-amine). Isolated yield 78.0%. Reaction SMILES: [F:1][C:2]1[CH:3]=[CH:4][C:5]([O:9][C:10]2[CH:15]=[CH:14][CH:13]=[CH:12][CH:11]=2)=[C:6]([NH2:8])[CH:7]=1.[CH2:16]([O:23][CH2:24][CH2:25][O:26][C:27]1[CH:34]=[CH:33][C:32]([O:35][CH3:36])=[CH:31][C:28]=1[CH:29]=O)[C:17]1[CH:22]=[CH:21][CH:20]=[CH:19][CH:18]=1.[Na]>ClC(Cl)C.O>[CH2:16]([O:23][CH2:24][CH2:25][O:26][C:27]1[CH:34]=[CH:33][C:32]([O:35][CH3:36])=[CH:31][C:28]=1[CH2:29][NH:8][C:6]1[CH:7]=[C:2]([F:1])[CH:3]=[CH:4][C:5]=1[O:9][C:10]1[CH:15]=[CH:14][CH:13]=[CH:12][CH:11]=1)[C:17]1[CH:18]=[CH:19][CH:20]=[CH:21][CH:22]=1 |^1:36|. Procedure details: To stirred solution of 4.6 g (23 mmol) 1b, 6.3 g (23 mmol) 2a and one drop of glacial acid in 35 ml dichloroethane (pH=5) were added 7.4 g (35 mmol) sodium tris-acetoxy hydro borane. The reaction mixture was stirred over night and diluted with 3 ml water. The pH value was adjusted with aqueous sodium hydroxyd solution to pH=8-9. The mixture was extracted three times with dichloromethane. The combined organic phases were washed with water and brine and were dried with magnesium sulfate. The desir... The reactants are O1CCC(CC1)OC=1C2=C(N=CN1)C=CC(=N2)C=2C=C(C=NC2)N (5-(4-(tetrahydro-2H-pyran-4-yloxy)pyrido[3,2-d]pyrimidin-6-yl)pyridin-3-amine), O1CCC(CC1)OC=1C2=C(N=CN1)C=CC(=N2)C=2C=C(C=NC2)N (5-(4-(tetrahydro-2H-pyran-4-yloxy)pyrido[3,2-d]pyrimidin-6-yl)pyridin-3-amine), ClC1=C(C=CC(=C1)Cl)S(=O)(=O)Cl (2,4-dichlorobenzene-1-sulfonyl chloride). The solvent is N1=CC=CC=C1 (pyridine), C(Cl)Cl (DCM). Reaction conditions: time 1 hour. Yields the product ClC1=C(C=CC(=C1)Cl)S(=O)(=O)NC=1C=NC=C(C1)C=1C=CC=2N=CN=C(C2N1)OC1CCOCC1 (2,4-dichloro-N-(5-(4-(tetrahydro-2H-pyran-4-yloxy)pyrido[3,2-d]pyrimidin-6-yl)pyridin-3-yl)benzenesulfonamide). Isolated yield 41.0%. RXN SMILES: [O:1]1[CH2:6][CH2:5][CH:4]([O:7][C:8]2[C:9]3[N:17]=[C:16]([C:18]4[CH:19]=[C:20]([NH2:24])[CH:21]=[N:22][CH:23]=4)[CH:15]=[CH:14][C:10]=3[N:11]=[CH:12][N:13]=2)[CH2:3][CH2:2]1.[Cl:25][C:26]1[CH:31]=[C:30]([Cl:32])[CH:29]=[CH:28][C:27]=1[S:33](Cl)(=[O:35])=[O:34]>N1C=CC=CC=1.C(Cl)Cl>[Cl:25][C:26]1[CH:31]=[C:30]([Cl:32])[CH:29]=[CH:28][C:27]=1[S:33]([NH:24][C:20]1[CH:21]=[N:22][CH:23]=[C:18]([C:16]2[CH:15]=[CH:14][C:10]3[N:11]=[CH:12][N:13]=[C:8]([O:7][CH:4]4[CH2:5][CH2:6][O:1][CH2:2][CH2:3]4)[C:9]=3[N:17]=2)[CH:19]=1)(=[O:35])=[O:34]. Procedure: To a solution of 5-(4-(tetrahydro-2H-pyran-4-yloxy)pyrido[3,2-d]pyrimidin-6-yl)pyridin-3-amine (Intermediate 12) (0.0500 g, 0.155 mmol) in pyridine (0.773 ml) was slowly added 2,4-dichlorobenzene-1-sulfonyl chloride (0.0460 g, 0.186 mmol) at 0° C. After stirred for 1 hour at room temperature, the reaction mixture was diluted with DCM and quenched with 1N. aq HCl. The combined organic layers were washed brine, dried over anhydrous MgSO4, filtered and concentrated in vacuo. The residue was recryst... Starting materials: [Br-], COCCOCCOC, Clc1cnc(Cl)c(Cl)c1, N#C[Cu], [I-], [K+], c1ccc([P+](c2ccccc2)(c2ccccc2)c2ccccc2)cc1. The product is N#Cc1ncc(Cl)cc1Cl. Reaction SMILES: [Br-:15].[CH3:41][O:42][CH2:43][CH2:44][O:45][CH2:46][CH2:47][O:48][CH3:49].[Cl:1][c:2]1[n:3][cH:4][c:5]([Cl:9])[cH:6][c:7]1[Cl:8].[Cu:12][C:13]#[N:14].[I-:11].[K+:10].[c:16]1([P+:17]([c:18]2[cH:19][cH:20][cH:21][cH:22][cH:23]2)([c:24]2[cH:25][cH:26][cH:27][cH:28][cH:29]2)[c:30]2[cH:31][cH:32][cH:33][cH:34][cH:35]2)[cH:36][cH:37][cH:38][cH:39][cH:40]1>>[c:2]1([C:13]#[N:14])[n:3][cH:4][c:5]([Cl:9])[cH:6][c:7]1[Cl:8]. Reactants: CC(Cl)c1cccnc1, N[C@H]%11CCCC[C@@H]%11OCC%12=CC=CC=C%12. The reagents and catalysts are O=C([O-])[O-].[Cs+].[Cs+] (cesium carbonate), [I-].[K+] (potassium iodide). The solvent is CN(C)C=O (DMF), CN(C)C=O (dmf), CN(C)C=O (DMF). Conditions: temperature 70 celsius, time 16 hour. Yields the product CC(C%18=CC=CN=C%18)N[C@H]%19CCCC[C@@H]%19OCC%20=CC=CC=C%20.